This data is from the Open Reaction Database (ORD), a public repository of structured organic reaction records. The task is: describe an organic reaction: reactants, conditions, products, and yield Yield: 73.0%. Reported procedure: Pyridine (1.1 eq) was added to a solution of methyl 5-amino-6-chloronicotinate (1 eq) and 2-nitrobenzoyl chloride (1.2 eq) in CH2Cl2. The mixture was stirred at room temperature for 10 h and concentrated in vacuo. H2O was added and the resultant solid was collected by filtration, rinsed with CH2Cl2 and dried to give methyl 6-chloro-5-(2-nitrobenzamido)nicotinate (73% yield). Run in C(Cl)Cl (CH2Cl2). Reactants: N1=CC=CC=C1 (Pyridine), NC=1C(=NC=C(C(=O)OC)C1)Cl (methyl 5-amino-6-chloronicotinate), [N+](=O)([O-])C1=C(C(=O)Cl)C=CC=C1 (2-nitrobenzoyl chloride). Yields the product ClC1=NC=C(C(=O)OC)C=C1NC(C1=C(C=CC=C1)[N+](=O)[O-])=O (methyl 6-chloro-5-(2-nitrobenzamido)nicotinate). As a reaction SMILES: N1C=CC=CC=1.[NH2:7][C:8]1[C:9]([Cl:18])=[N:10][CH:11]=[C:12]([CH:17]=1)[C:13]([O:15][CH3:16])=[O:14].[N+:19]([C:22]1[CH:30]=[CH:29][CH:28]=[CH:27][C:23]=1[C:24](Cl)=[O:25])([O-:21])=[O:20]>C(Cl)Cl>[Cl:18][C:9]1[C:8]([NH:7][C:24](=[O:25])[C:23]2[CH:27]=[CH:28][CH:29]=[CH:30][C:22]=2[N+:19]([O-:21])=[O:20])=[CH:17][C:12]([C:13]([O:15][CH3:16])=[O:14])=[CH:11][N:10]=1. Conditions: time 10 hour. The reactants are ClC1=CC(NN=C1)=O (5-chloropyridazin-3(2H)-one), COC1=CC=C(C=C1)B(O)O (4-methoxyphenylboronic acid), C([O-])([O-])=O.[Na+].[Na+] (sodium carbonate). The reagents and catalysts are C1=CC=C(C=C1)P([C-]2C=CC=C2)C3=CC=CC=C3.C1=CC=C(C=C1)P([C-]2C=CC=C2)C3=CC=CC=C3.Cl[Pd]Cl.[Fe+2] ([1,1′-bis(diphenylphosphino)ferrocene] dichloropalladium). Run in O1CCOCC1 (dioxane). Product: COC1=CC=C(C=C1)C1=CC(NN=C1)=O (5-(4-Methoxyphenyl)pyridazin-3(2H)-one). Isolated yield 465.0%. RXN SMILES: Cl[C:2]1[CH:7]=[N:6][NH:5][C:4](=[O:8])[CH:3]=1.[CH3:9][O:10][C:11]1[CH:16]=[CH:15][C:14](B(O)O)=[CH:13][CH:12]=1.C(=O)([O-])[O-].[Na+].[Na+]>C1C=CC(P(C2C=CC=CC=2)[C-]2C=CC=C2)=CC=1.C1C=CC(P(C2C=CC=CC=2)[C-]2C=CC=C2)=CC=1.Cl[Pd]Cl.[Fe+2].O1CCOCC1>[CH3:9][O:10][C:11]1[CH:16]=[CH:15][C:14]([C:2]2[CH:7]=[N:6][NH:5][C:4](=[O:8])[CH:3]=2)=[CH:13][CH:12]=1 |f:2.3.4,5.6.7.8|. Procedure details: Five reaction tubes each containing 5-chloropyridazin-3(2H)-one (100 mg, 0.77 mmol), 4-methoxyphenylboronic acid (230 mg, 1.53 mmol), dioxane (3 ml), 2M aqueous sodium carbonate solution (1 ml) and [1,1′-bis(diphenylphosphino)ferrocene] dichloropalladium (20 mg) were irradiated in a microwave reactor at 150° C. for 10 minutes. After cooling to room temperature the mixtures were combined and filtered. The collected solid was washed with water (3 ml), ethyl acetate (5 ml) and ether (5 ml), then dr...